This data is from the Open Reaction Database (ORD), a public repository of structured organic reaction records. The task is: describe an organic reaction: reactants, conditions, products, and yield Reactants: C1(=CC=CC=C1)C#C (phenylacetylene), BrC=1C=NC=CC1 (3-bromopyridine). The reagents and catalysts are [Cu]I (copper (I) iodide), C1([P]([Pd][P](C2=CC=CC=C2)(C3=CC=CC=C3)C4=CC=CC=C4)(C5=CC=CC=C5)C6=CC=CC=C6)=CC=CC=C1 (bis(triphenylphosphine)palladium). Run in C(C)N(CC)CC (triethylamine). Reaction conditions: temperature 80 celsius, time 16 hour. Product: C1(=CC=CC=C1)C#CC=1C=NC=CC1 (3-Phenylethynylpyridine). Yield: 35.1%. RXN SMILES: [C:1]1([C:7]#[CH:8])[CH:6]=[CH:5][CH:4]=[CH:3][CH:2]=1.Br[C:10]1[CH:11]=[N:12][CH:13]=[CH:14][CH:15]=1>C(N(CC)CC)C.[Cu]I.C1(C=CC=CC=1)[P](C1C=CC=CC=1)(C1C=CC=CC=1)[Pd][P](C1C=CC=CC=1)(C1C=CC=CC=1)C1C=CC=CC=1>[C:1]1([C:7]#[C:8][C:10]2[CH:11]=[N:12][CH:13]=[CH:14][CH:15]=2)[CH:6]=[CH:5][CH:4]=[CH:3][CH:2]=1 |^1:30,44|. Reported procedure: Add phenylacetylene (0.175 mL, 1.6 mmol), copper (I) iodide (0.028 g, 0.15 mmol) and bis(triphenylphosphine)palladium (II) dichloride (0.051 g, 0.07 mmol) to a solution of 3-bromopyridine (0.140 mL, 1.45 mmol) in degassed triethylamine (6 mL) and stir under nitrogen at 80° C. for 16 h. Cool to room temperature, filter through diatomaceous earth, wash with ethyl acetate, and concentrate. Purify the residue by silica gel chromatography, eluting with 100:0 to 0:100 hexanes:dichlormethane, to give t... Starting materials: Fc1ccc2[nH]cc(CCBr)c2c1, CCN(C(C)C)C(C)C, C1COCCO1, c1c[nH]cn1. Yields the product Fc1ccc2[nH]cc(CCn3ccnc3)c2c1. Reaction SMILES: [Br:1][CH2:2][CH2:3][c:4]1[cH:5][nH:6][c:7]2[cH:8][cH:9][c:10]([F:13])[cH:11][c:12]12.[CH2:19]([N:20]([CH:21]([CH3:22])[CH3:23])[CH:24]([CH3:25])[CH3:26])[CH3:27].[O:28]1[CH2:29][CH2:30][O:31][CH2:32][CH2:33]1.[nH:14]1[cH:15][n:16][cH:17][cH:18]1>>[CH2:2]([CH2:3][c:4]1[cH:5][nH:6][c:7]2[cH:8][cH:9][c:10]([F:13])[cH:11][c:12]12)[n:14]1[cH:15][n:16][cH:17][cH:18]1. Reactants: COC(=O)C1CCCCN1c1nc2ccc(Br)cc2o1, O=C([O-])[O-], CC(C)CB(O)O, Cc1ccccc1, [K+], [K+], C1CCOC1. Product: COC(=O)C1CCCCN1c1nc2ccc(CC(C)C)cc2o1. RXN SMILES: [Br:14][c:15]1[cH:16][c:17]2[c:18]([n:19][c:20]([N:22]3[CH:23]([C:28](=[O:29])[O:30][CH3:31])[CH2:24][CH2:25][CH2:26][CH2:27]3)[o:21]2)[cH:32][cH:33]1.[C:8](=[O:9])([O-:10])[O-:11].[CH2:1]([CH:2]([CH3:3])[CH3:4])[B:5]([OH:6])[OH:7].[CH3:39][c:40]1[cH:41][cH:42][cH:43][cH:44][cH:45]1.[K+:12].[K+:13].[O:34]1[CH2:35][CH2:36][CH2:37][CH2:38]1>>[CH2:1]([CH:2]([CH3:3])[CH3:4])[c:15]1[cH:16][c:17]2[c:18]([n:19][c:20]([N:22]3[CH:23]([C:28](=[O:29])[O:30][CH3:31])[CH2:24][CH2:25][CH2:26][CH2:27]3)[o:21]2)[cH:32][cH:33]1. Yields the product CC(NC(=O)c1ccc2cnccc2n1)c1ccccc1. Reactants: CC(N)c1ccccc1, CN(C)C=O, O, On1nnc2ccccc21, O=C(O)c1ccc2cnccc2n1. As a reaction SMILES: [CH3:25][CH:26]([NH2:27])[c:28]1[cH:29][cH:30][cH:31][cH:32][cH:33]1.[O:34]=[CH:35][N:36]([CH3:37])[CH3:38].[OH2:14].[OH:15][n:16]1[c:17]2[cH:18][cH:19][cH:20][cH:21][c:22]2[n:23][n:24]1.[n:1]1[c:2]([C:11](=[O:12])[OH:13])[cH:3][cH:4][c:5]2[cH:6][n:7][cH:8][cH:9][c:10]12>>[n:1]1[c:2]([C:11](=[O:13])[NH:27][CH:26]([CH3:25])[c:28]2[cH:29][cH:30][cH:31][cH:32][cH:33]2)[cH:3][cH:4][c:5]2[cH:6][n:7][cH:8][cH:9][c:10]12. The reactants are COC=1C=C(C(=O)O)C=CC1OC (3,4-dimethoxybenzoic acid), C(=O)(N1C=NC=C1)N1C=NC=C1 (carbonyldiimidazole), C1(=CC=CC=C1)CCN (2-phenylethylamine). The solvent is C1CCOC1 (THF), C1CCOC1 (THF). Conditions: time 2 hour. Product: COC=1C=C(C(=O)NCCC2=CC=CC=C2)C=CC1OC (N-(3,4-dimethoxybenzoyl)-2-phenylethylamine). Isolated yield 65.5%. As a reaction SMILES: [CH3:1][O:2][C:3]1[CH:4]=[C:5]([CH:9]=[CH:10][C:11]=1[O:12][CH3:13])[C:6]([OH:8])=O.C(N1C=CN=C1)(N1C=CN=C1)=O.[C:26]1([CH2:32][CH2:33][NH2:34])[CH:31]=[CH:30][CH:29]=[CH:28][CH:27]=1>C1COCC1>[CH3:1][O:2][C:3]1[CH:4]=[C:5]([CH:9]=[CH:10][C:11]=1[O:12][CH3:13])[C:6]([NH:34][CH2:33][CH2:32][C:26]1[CH:31]=[CH:30][CH:29]=[CH:28][CH:27]=1)=[O:8]. Procedure: A solution of 3,4-dimethoxybenzoic acid (9.1 g, 0.05 mol) and carbonyldiimidazole (8.1 g, 0.05 mol) in 100 ml of THF was stirred for 3 h protected from moisture. The resulting solution was treated with 2-phenylethylamine (6.1 g, 0.05 mol) dissolved in 10 ml of THF. After 2 h of stirring, the solvent was evaporated and the solid residue was washed with dilute NaOH, dilute HCl, and water. The crude Al was recrystallized from 75 ml of EtOH to afford 9.35 g (57%) of N-(3,4-dimethoxybenzoyl)-2-phenyl...